Dataset: the Open Reaction Database (ORD), a public repository of structured organic reaction records. Task: describe an organic reaction: reactants, conditions, products, and yield The reactants are CCOC(=O)CC(=O)c1ccccn1, Cl, NN1CCCC1=O, O, c1ccncc1. Yields the product CCOC(=O)CC(=NN1CCCC1=O)c1ccccn1. Reaction SMILES: [CH2:9]([CH3:10])[O:11][C:12]([CH2:13][C:14]([c:15]1[n:16][cH:17][cH:18][cH:19][cH:20]1)=[O:21])=[O:22].[ClH:1].[NH2:2][N:3]1[C:4](=[O:8])[CH2:5][CH2:6][CH2:7]1.[OH2:29].[cH:23]1[cH:24][cH:25][n:26][cH:27][cH:28]1>>[N:2]([N:3]1[C:4](=[O:8])[CH2:5][CH2:6][CH2:7]1)=[C:14]([CH2:13][C:12]([O:11][CH2:9][CH3:10])=[O:22])[c:15]1[n:16][cH:17][cH:18][cH:19][cH:20]1. Reactants: aqueous solution, C(C)(=O)O (acetic acid), FC1=C(C=C(C=C1)NS(=O)(=O)CC)[N+](=O)[O-] (N-(4-fluoro-3-nitrophenyl)ethanesulfonamide), C(C)(=O)O (acetic acid), resultant mixture. Reagents/catalysts: [Fe] (iron). Solvent: C(C)(=O)OCC (ethyl acetate). Reaction conditions: temperature 80 celsius, time 3 hour. Product: NC=1C=C(C=CC1F)NS(=O)(=O)CC (N-(3-amino-4-fluorophenyl)ethanesulfonamide). Isolated yield 89.2%. RXN SMILES: C(O)(=O)C.[F:5][C:6]1[CH:11]=[CH:10][C:9]([NH:12][S:13]([CH2:16][CH3:17])(=[O:15])=[O:14])=[CH:8][C:7]=1[N+:18]([O-])=O>[Fe].C(OCC)(=O)C>[NH2:18][C:7]1[CH:8]=[C:9]([NH:12][S:13]([CH2:16][CH3:17])(=[O:15])=[O:14])[CH:10]=[CH:11][C:6]=1[F:5]. Reported procedure: A mixture of 63.1 g (1.13 mol) of iron powder and 120 ml of an aqueous solution of 5% acetic acid was heated to 80° C., and a mixed solution of 28.0 g (0.113 mol) of N-(4-fluoro-3-nitrophenyl)ethanesulfonamide, 116 ml of acetic acid and 116 ml of ethyl acetate was slowly added dropwise to the resultant mixture. After the reaction was continued for 3 hours, the insolubles were filtered out and washed with ethyl acetate. Thereafter the filtrate was distilled to remove the solvent, and the product ... Starting materials: C1(=C(C(=C(C(=C1F)F)F)N)F)N.Cl.Cl (dihydrochloride), C(C)(C)OCCCNC1=C(C=C(C=C1)[N+](=O)[O-])OC (N-(3-isopropoxypropyl)-N-(2-methoxy-4-nitrophenyl)amine). The reagents and catalysts are [Zn].[Cl-].[NH4+].O.C(C)O (zinc ammonium chloride water ethanol). Yields the product Cl.Cl.NC1=CC(=C(C=C1)NCCCOC(C)C)OC (N-(4-amino-2-methoxyphenyl)-N-(3-isopropoxypropyl)amine dihydrochloride). As a reaction SMILES: [CH:1]([O:4][CH2:5][CH2:6][CH2:7][NH:8][C:9]1[CH:14]=[CH:13][C:12]([N+:15]([O-])=O)=[CH:11][C:10]=1[O:18][CH3:19])([CH3:3])[CH3:2].C1(N)C(F)=C(F)C(F)=C(N)C=1F.[ClH:32].Cl>[Zn].[Cl-].[NH4+].O.C(O)C>[ClH:32].[ClH:32].[NH2:15][C:12]1[CH:13]=[CH:14][C:9]([NH:8][CH2:7][CH2:6][CH2:5][O:4][CH:1]([CH3:3])[CH3:2])=[C:10]([O:18][CH3:19])[CH:11]=1 |f:1.2.3,4.5.6.7.8,9.10.11|. Procedure: The N-(3-isopropoxypropyl)-N-(2-methoxy-4-nitrophenyl)amine (11) obtained above was reduced with a boiling zinc/ammonium chloride/water/ethanol mixture. The corresponding amine was isolated in dihydrochloride form. The reactants are C(=O)([O-])[O-].[K+].[K+] (K2CO3), Cl (HCl), C(C)(C)(C)OC(=O)N1C[C@@H](C(CC1)C(=O)O)N[C@@H](C)C1=CC=CC=C1 ((3R)-1-(tert-butoxycarbonyl)-3-(((S)-1-phenylethyl)amino)piperidine-4-carboxylic acid), ClC1=C(C(=NC=N1)N)F (6-chloro-5-fluoropyrimidine-4-ylamine), compound 3-6. Run in O1CCOCC1 (1,4-dioxane). Run at temperature 30 celsius, time 2 hour. Product: NC1=C(C(=NC=N1)N1C[C@@H](C(CC1)C(=O)O)N[C@@H](C)C1=CC=CC=C1)F ((3R)-1-(6-amino-5-fluoropyrimidin-4-yl)-3-(((S)-1-phenylethyl)amino)piperidine-4-carboxylic acid), solid. The yield is 81.0%. Reaction SMILES: Cl.C(O[C:7]([N:9]1[CH2:14][CH2:13][CH:12]([C:15]([OH:17])=[O:16])[C@@H:11]([NH:18][C@H:19]([C:21]2[CH:26]=[CH:25][CH:24]=[CH:23][CH:22]=2)[CH3:20])[CH2:10]1)=O)(C)(C)C.C([O-])([O-])=O.[K+].[K+].ClC1[N:39]=[CH:38][N:37]=[C:36]([NH2:40])[C:35]=1[F:41]>O1CCOCC1>[NH2:40][C:36]1[N:37]=[CH:38][N:39]=[C:7]([N:9]2[CH2:14][CH2:13][CH:12]([C:15]([OH:17])=[O:16])[C@@H:11]([NH:18][C@H:19]([C:21]3[CH:22]=[CH:23][CH:24]=[CH:25][CH:26]=3)[CH3:20])[CH2:10]2)[C:35]=1[F:41] |f:2.3.4|. Reported procedure: To a 50 L reactor was charged with 10 L of 2N HCl and 3-5 (850 g, 2.44 mol, 1.0 equiv). The mixture was warmed to 30° C. and stirred for 2 hours, at which time HPLC indicted complete consumption of starting 3-5. The solution was diluted with MTBE (4 L) and stirred for 20 min, layers were separated and to the aqueous layer was added solid K2CO3 (660 g) over 1 hour to pH ˜7. Additional K2CO3 (660 g, 4.8 mol, 2.0 equiv) was added following by 6-chloro-5-fluoropyrimidine-4-ylamine (360 g, 2.44 mole ... Reaction SMILES: [CH3:20][OH:21].[H:18][H:19].[N+:1]([O-:2])(=[O:3])[c:4]1[cH:5][cH:6][c:7]2[c:8]([cH:17]1)[C:9](=[O:16])[CH:10]([CH3:15])[C:11]([CH3:13])([CH3:14])[O:12]2>>[NH2:1][c:4]1[cH:5][cH:6][c:7]2[c:8]([cH:17]1)[C:9](=[O:16])[CH:10]([CH3:15])[C:11]([CH3:13])([CH3:14])[O:12]2. Starting materials: CO, [H][H], CC1C(=O)c2cc([N+](=O)[O-])ccc2OC1(C)C. Product: CC1C(=O)c2cc(N)ccc2OC1(C)C. Reactants: [Cl-].[NH4+] (ammonium chloride), P(Cl)(Cl)(Cl)(Cl)Cl (phosphorus pentachloride). The product is P(Cl)(Cl)(Cl)(Cl)Cl (phosphorus pentachloride), P(Cl)(Cl)Cl (phosphorus trichloride), ClCl (chlorine). RXN SMILES: [Cl-:1].[NH4+].[P:3]([Cl:8])([Cl:7])([Cl:6])([Cl:5])[Cl:4]>>[P:3]([Cl:8])([Cl:7])([Cl:6])([Cl:5])[Cl:4].[P:3]([Cl:6])([Cl:5])[Cl:4].[Cl:1][Cl:4] |f:0.1|. Procedure details: This reaction of ammonium chloride and phosphorus pentachloride may be carried out, while producing phosphorus pentachloride from phosphorus trichloride and chlorine. In this case, phosphorus trichloride is employed as the starting material instead of phosphorus pentachloride. Ammonium chloride, phosphorus trichloride and a catalyst are dispersed in an organic solvent inert to chlorine, and then the temperature is raised to 100° to 200° C. and chlorine gas is supplied into the dispersion to star... The reactants are ClC=1C=C2C(=C(C(NC2=CC1)=O)C#N)C1=CC(=CC=C1)C(C)C (6-chloro-4-(3-isopropyl-phenyl)-2-oxo-1,2-dihydro-quinoline-3-carbonitrile), P(=O)(Cl)(Cl)Cl (phosphorus oxychloride). Solvent: O (water). The product is ClC1=NC2=CC=C(C=C2C(=C1C#N)C1=CC(=CC=C1)C(C)C)Cl (2,6-Dichloro-4-(3-isopropyl-phenyl)-quinoline-3-carbonitrile). The yield is 83.9%. Reaction SMILES: [Cl:1][C:2]1[CH:3]=[C:4]2[C:9](=[CH:10][CH:11]=1)[NH:8][C:7](=O)[C:6]([C:13]#[N:14])=[C:5]2[C:15]1[CH:20]=[CH:19][CH:18]=[C:17]([CH:21]([CH3:23])[CH3:22])[CH:16]=1.P(Cl)(Cl)([Cl:26])=O>O>[Cl:26][C:7]1[C:6]([C:13]#[N:14])=[C:5]([C:15]2[CH:20]=[CH:19][CH:18]=[C:17]([CH:21]([CH3:23])[CH3:22])[CH:16]=2)[C:4]2[C:9](=[CH:10][CH:11]=[C:2]([Cl:1])[CH:3]=2)[N:8]=1. Reported procedure: A mixture of 6-chloro-4-(3-isopropyl-phenyl)-2-oxo-1,2-dihydro-quinoline-3-carbonitrile (142 mg, 440 μmol, Eq: 1.00) and phosphorus oxychloride (2.02 g, 1.23 ml, 13.2 mmol, Eq: 30) was heated to reflux for 3 h. The reaction mixture was then poured into water and extracted with DCM (3×). The combined organic layers were washed with water and brine, dried with Na2SO4 and evaporated to afford the title compound (126 mg, light yellow solid). MS (ESI): 343.1 (M+H)+.